Dataset: the Open Reaction Database (ORD), a public repository of structured organic reaction records. Task: describe an organic reaction: reactants, conditions, products, and yield The reactants are CC(C)(C)OC(=O)NC(C(=O)N1CCCC1C(=O)NCc1ccc2c(N)nccc2c1)c1ccccc1, ClCCl, O=C(O)C(F)(F)F. Product: Nc1nccc2cc(CNC(=O)C3CCCN3C(=O)C(N)c3ccccc3)ccc12. As a reaction SMILES: [C:8]([O:9][C:10](=[O:11])[NH:14][CH:15]([C:16](=[O:17])[N:18]1[CH:19]([C:23]([NH:24][CH2:25][c:26]2[cH:27][c:28]3[cH:29][cH:30][n:31][c:32]([NH2:36])[c:33]3[cH:34][cH:35]2)=[O:37])[CH2:20][CH2:21][CH2:22]1)[c:38]1[cH:39][cH:40][cH:41][cH:42][cH:43]1)([CH3:12])([CH3:13])[CH3:44].[Cl:45][CH2:46][Cl:47].[OH:1][C:2]([C:3]([F:4])([F:5])[F:6])=[O:7]>>[NH2:14][CH:15]([C:16](=[O:17])[N:18]1[CH:19]([C:23]([NH:24][CH2:25][c:26]2[cH:27][c:28]3[cH:29][cH:30][n:31][c:32]([NH2:36])[c:33]3[cH:34][cH:35]2)=[O:37])[CH2:20][CH2:21][CH2:22]1)[c:38]1[cH:39][cH:40][cH:41][cH:42][cH:43]1. The reactants are CCOC(=O)C(CNc1ncc(CC)s1)C(=O)OCC, CCOC=C(C(=O)OCC)C(=O)OCC, CCO, CCOC(C)=O, CCCCCC, CCc1cnc(N)s1. The product is CCOC(=O)C(=CNc1ncc(CC)s1)C(=O)OCC. RXN SMILES: [C:24](=[O:25])([O:26][CH2:27][CH3:28])[CH:29]([CH2:30][NH:31][c:32]1[s:33][c:34]([CH2:37][CH3:38])[cH:35][n:36]1)[C:39](=[O:40])[O:41][CH2:42][CH3:43].[CH2:9]([O:10][CH:11]=[C:12]([C:13]([O:14][CH2:15][CH3:16])=[O:17])[C:18]([O:19][CH2:20][CH3:21])=[O:22])[CH3:23].[CH3:44][CH2:45][OH:46].[CH3:47][CH2:48][O:49][C:50](=[O:51])[CH3:52].[CH3:53][CH2:54][CH2:55][CH2:56][CH2:57][CH3:58].[NH2:1][c:2]1[s:3][c:4]([CH2:5][CH3:6])[cH:7][n:8]1>>[C:24](=[O:25])([O:26][CH2:27][CH3:28])[C:29](=[CH:30][NH:31][c:32]1[s:33][c:34]([CH2:37][CH3:38])[cH:35][n:36]1)[C:39](=[O:40])[O:41][CH2:42][CH3:43]. Starting materials: BrB(Br)Br, COc1cc(C#N)ccc1NNC1C=CC=CC1=S(=O)=O, ClCCl. The product is N#Cc1ccc(NNC2C=CC=CC2=S(=O)=O)c(O)c1. As a reaction SMILES: [B:22]([Br:23])([Br:24])[Br:25].[C:1](#[N:2])[c:3]1[cH:4][c:5]([O:20][CH3:21])[c:6]([NH:9][NH:10][CH:11]2[C:12](=[S:17](=[O:18])=[O:19])[CH:13]=[CH:14][CH:15]=[CH:16]2)[cH:7][cH:8]1.[CH2:26]([Cl:27])[Cl:28]>>[C:1](#[N:2])[c:3]1[cH:4][c:5]([OH:20])[c:6]([NH:9][NH:10][CH:11]2[C:12](=[S:17](=[O:18])=[O:19])[CH:13]=[CH:14][CH:15]=[CH:16]2)[cH:7][cH:8]1.